This data is from the Open Reaction Database (ORD), a public repository of structured organic reaction records. The task is: describe an organic reaction: reactants, conditions, products, and yield Starting materials: O=C([O-])[O-], CC(CN(C)C)C1(O)CCCCC1c1ccc(O)cc1, CN(C)C=O, ClCc1ccccc1, [K+], [K+], O. The product is CC(CN(C)C)C1(O)CCCCC1c1ccc(OCc2ccccc2)cc1, Cl. Reaction SMILES: [C:29](=[O:30])([O-:31])[O-:32].[CH3:1][N:2]([CH2:3][CH:4]([CH3:5])[C:6]1([OH:19])[CH:7]([c:12]2[cH:13][cH:14][c:15]([OH:18])[cH:16][cH:17]2)[CH2:8][CH2:9][CH2:10][CH2:11]1)[CH3:20].[CH3:36][N:37]([CH3:38])[CH:39]=[O:40].[Cl:21][CH2:22][c:23]1[cH:24][cH:25][cH:26][cH:27][cH:28]1.[K+:33].[K+:34].[OH2:35]>>[CH3:1][N:2]([CH2:3][CH:4]([CH3:5])[C:6]1([OH:19])[CH:7]([c:12]2[cH:13][cH:14][c:15]([O:18][CH2:22][c:23]3[cH:24][cH:25][cH:26][cH:27][cH:28]3)[cH:16][cH:17]2)[CH2:8][CH2:9][CH2:10][CH2:11]1)[CH3:20].[ClH:21]. Reactants: C(C)(C)(C)OC(=O)NC1=C(C=CC=C1)NC(C1=CC=C(C=C1)B1OC(C(O1)(C)C)(C)C)=O (N-(2-t-Butoxycarbonylaminophenyl)-4-(4,4,5,5-tetramethyl-1,3,2-dioxaborolan-2-yl)benzamide), ClC1=NC=CC(=N1)Cl (2,4-dichloropyrimidine). The product is C(C)(C)(C)OC(=O)NC1=C(C=CC=C1)NC(C1=CC=C(C=C1)C1=NC(=NC=C1)Cl)=O (N-(2-t-butoxycarbonylaminophenyl)-4-(2-chloropyrimidin-4-yl)benzamide). Yield: 31.7%. As a reaction SMILES: [C:1]([O:5][C:6]([NH:8][C:9]1[CH:14]=[CH:13][CH:12]=[CH:11][C:10]=1[NH:15][C:16](=[O:32])[C:17]1[CH:22]=[CH:21][C:20](B2OC(C)(C)C(C)(C)O2)=[CH:19][CH:18]=1)=[O:7])([CH3:4])([CH3:3])[CH3:2].[Cl:33][C:34]1[N:39]=[C:38](Cl)[CH:37]=[CH:36][N:35]=1>>[C:1]([O:5][C:6]([NH:8][C:9]1[CH:14]=[CH:13][CH:12]=[CH:11][C:10]=1[NH:15][C:16](=[O:32])[C:17]1[CH:22]=[CH:21][C:20]([C:36]2[CH:37]=[CH:38][N:39]=[C:34]([Cl:33])[N:35]=2)=[CH:19][CH:18]=1)=[O:7])([CH3:3])([CH3:2])[CH3:4]. Procedure details: Using an analogous procedure to that described in Method 4, N-(2-t-butoxycarbonylaminophenyl)-4-(4,4,5,5-tetramethyl-1,3,2-dioxaborolan-2-yl)benzamide (Method 13, 3.9 g, 8.9 mmol) was reacted with 2,4-dichloropyrimidine (3.06 g, 20.5 mmol). The crude residue was purified by flash chromatography on silica, eluting with ethyl acetate/isohexane (1:1) to give the title compound (1.2 g, 32%); NMR Spectrum: (DMSO-d6) 1.45 (s, 9H), 7.23 (m, 2H), 7.57 (t, 2H), 8.15 (d, 2H), 8.29 (d, 1H), 8.38 (d, 2H), 8... Reactants: O=C([O-])[O-], CC(C)(C)P(C(C)(C)C)C(C)(C)C, CCOC(C)=O, ClC(Cl)Cl, OB(O)c1ccc(F)c(Cl)c1, COc1cnnc(Cl)c1, [Cs+], [Cs+], C1COCCO1, O=C(C=Cc1ccccc1)C=Cc1ccccc1, O=C(C=Cc1ccccc1)C=Cc1ccccc1, O=C(C=Cc1ccccc1)C=Cc1ccccc1, [Pd], [Pd]. Product: COc1cnnc(-c2ccc(F)c(Cl)c2)c1. Reaction SMILES: [C:21](=[O:22])([O-:23])[O-:24].[C:27]([P:28]([C:29]([CH3:30])([CH3:31])[CH3:32])[C:33]([CH3:34])([CH3:35])[CH3:36])([CH3:37])([CH3:38])[CH3:39].[CH2:106]([O:107][C:108](=[O:109])[CH3:110])[CH3:111].[CH:102]([Cl:103])([Cl:104])[Cl:105].[Cl:10][c:11]1[cH:12][c:13]([B:18]([OH:19])[OH:20])[cH:14][cH:15][c:16]1[F:17].[Cl:1][c:2]1[n:3][n:4][cH:5][c:6]([O:8][CH3:9])[cH:7]1.[Cs+:25].[Cs+:26].[O:40]1[CH2:41][CH2:42][O:43][CH2:44][CH2:45]1.[O:48]=[C:49]([CH:50]=[CH:51][c:52]1[cH:53][cH:54][cH:55][cH:56][cH:57]1)[CH:58]=[CH:59][c:60]1[cH:61][cH:62][cH:63][cH:64][cH:65]1.[O:66]=[C:67]([CH:68]=[CH:69][c:70]1[cH:71][cH:72][cH:73][cH:74][cH:75]1)[CH:76]=[CH:77][c:78]1[cH:79][cH:80][cH:81][cH:82][cH:83]1.[O:84]=[C:85]([CH:86]=[CH:87][c:88]1[cH:89][cH:90][cH:91][cH:92][cH:93]1)[CH:94]=[CH:95][c:96]1[cH:97][cH:98][cH:99][cH:100][cH:101]1.[Pd:46].[Pd:47]>>[c:2]1(-[c:13]2[cH:12][c:11]([Cl:10])[c:16]([F:17])[cH:15][cH:14]2)[n:3][n:4][cH:5][c:6]([O:8][CH3:9])[cH:7]1.